Dataset: the Open Reaction Database (ORD), a public repository of structured organic reaction records. Task: describe an organic reaction: reactants, conditions, products, and yield Reactants: O=C([O-])[O-], CCc1cccc(C)c1N, CN(C)C=O, ClCC1OCCO1, [K+], [K+]. The product is CCc1cccc(C)c1NCC1OCCO1. As a reaction SMILES: [C:18](=[O:19])([O-:20])[O-:21].[CH2:1]([CH3:2])[c:3]1[c:4]([NH2:5])[c:6]([CH3:10])[cH:7][cH:8][cH:9]1.[CH3:24][N:25]([CH3:26])[CH:27]=[O:28].[Cl:11][CH2:12][CH:13]1[O:14][CH2:15][CH2:16][O:17]1.[K+:22].[K+:23]>>[CH2:1]([CH3:2])[c:3]1[c:4]([NH:5][CH2:12][CH:13]2[O:14][CH2:15][CH2:16][O:17]2)[c:6]([CH3:10])[cH:7][cH:8][cH:9]1. The reactants are CC([O-])C (isopropoxide), [OH-].[NH4+] (ammonium hydroxide), CC(=O)C1=CC(=CC=C1)OC (3-methoxyacetophenone), CC([O-])C (isopropoxide), [BH4-] (borohydride), N#N (N2), CNC (dimethylamine), [BH4-] (borohydride), aqueous solution, [BH4-].[Na+] (sodium borohydride). The solvent is C(C)O (ethanol). Reaction conditions: temperature 10 celsius, time 2 hour. The product is COC=1C=C(C=CC1)C(C)N(C)C ([1-(3-methoxyphenyl)ethyl]dimethylamine). The yield is 60.0%. Reaction SMILES: CC(C)[O-].N#N.[CH3:7][NH:8][CH3:9].[CH3:10][C:11]([C:13]1[CH:18]=[CH:17][CH:16]=[C:15]([O:19][CH3:20])[CH:14]=1)=O.[BH4-].[Na+].[BH4-].[OH-].[NH4+]>C(O)C>[CH3:20][O:19][C:15]1[CH:14]=[C:13]([CH:11]([N:8]([CH3:9])[CH3:7])[CH3:10])[CH:18]=[CH:17][CH:16]=1 |f:4.5,7.8|. Procedure: 0.5 l of titanic isopropoxide is slowly (5 minutes) added under inert conditions (N2, argon) to a solution of 75.5 g of dimethylamine in 1.5 l of ethanol cooled to 10° C. in a water-ice bath, which is placed in a 6-liter three-neck flask fitted with a KPG stirrer, inlet and outlet of the inert and a thermometer, and, finally, 148.4 g of 3-methoxyacetophenone (VI) are added (5 minutes). The addition of isopropoxide is slightly exothermic. The resulting temperature of the reaction mixture after ad... RXN SMILES: [BH4-:25].[CH3:30][OH:31].[Cl:1][CH2:2][CH2:3][CH2:4][CH2:5][CH:6]([CH:7]=[CH:8][C:9](=[O:10])[O:11][CH3:12])[c:13]1[cH:14][c:15](-[c:19]2[cH:20][n:21][cH:22][cH:23][cH:24]2)[cH:16][cH:17][cH:18]1.[Co:27]([Cl:28])[Cl:29].[Na+:26]>>[Cl:1][CH2:2][CH2:3][CH2:4][CH2:5][CH:6]([CH2:7][CH2:8][C:9](=[O:10])[O:11][CH3:12])[c:13]1[cH:14][c:15](-[c:19]2[cH:20][n:21][cH:22][cH:23][cH:24]2)[cH:16][cH:17][cH:18]1. Starting materials: [BH4-], CO, COC(=O)C=CC(CCCCCl)c1cccc(-c2cccnc2)c1, Cl[Co]Cl, [Na+]. Product: COC(=O)CCC(CCCCCl)c1cccc(-c2cccnc2)c1. Reactants: NC1=NC=C(C=C1Cl)Cl (2-amino-3,5-dichloropyridine), C1(CCCCC1)[N+]#[C-] (cyclohexyl isocyanide), C(C1=CC=CO1)=O (furfural), C(C)(=O)Cl (acetyl chloride). Run in Cl(=O)(=O)(=O)O (perchloric acid). Product: C1(CCCCC1)N(C(C)=O)C1=C(N=C2N1C=C(C=C2Cl)Cl)C=2OC=CC2 (N-cylcohexyl-N-(6,8-dichloro-2-furan-2-yl-imidazo[1,2-a]pyridin-3-yl)-acetamide). Reaction SMILES: [NH2:1][C:2]1[C:7]([Cl:8])=[CH:6][C:5]([Cl:9])=[CH:4][N:3]=1.[CH:10]1([N+:16]#[C-:17])[CH2:15][CH2:14][CH2:13][CH2:12][CH2:11]1.[CH:18](=O)[C:19]1[O:23][CH:22]=[CH:21][CH:20]=1.[C:25](Cl)(=[O:27])[CH3:26]>Cl(O)(=O)(=O)=O>[CH:10]1([N:16]([C:17]2[N:3]3[CH:4]=[C:5]([Cl:9])[CH:6]=[C:7]([Cl:8])[C:2]3=[N:1][C:18]=2[C:19]2[O:23][CH:22]=[CH:21][CH:20]=2)[C:25](=[O:27])[CH3:26])[CH2:15][CH2:14][CH2:13][CH2:12][CH2:11]1. Procedure details: Compound (33) was prepared from 1.0 ml of 2-amino-3,5-dichloropyridine solution (0.1 M, DCM), 0.575 ml of cyclohexyl isocyanide solution (0.2 M, DCM), 0.500 ml of furfural solution (0.3 M, DCM), and 10 μl of perchloric acid (w=20%), and reaction with acetyl chloride. Excess acetyl chloride was removed under reduced pressure. Reactants: O=C([O-])O, COc1ccc(-c2nc(C3(O)CCC4(CC3)OCCO4)sc2-c2ccc(C)cc2)cc1, Cl, [Na+], C1CCOC1. Product: COc1ccc(-c2nc(C3(O)CCC(=O)CC3)sc2-c2ccc(C)cc2)cc1. Reaction SMILES: [C:32](=[O:33])([O-:34])[OH:35].[CH3:1][O:2][c:3]1[cH:4][cH:5][c:6](-[c:9]2[n:10][c:11]([C:21]3([OH:31])[CH2:22][CH2:23][C:24]4([O:25][CH2:28][CH2:27][O:26]4)[CH2:29][CH2:30]3)[s:12][c:13]2-[c:14]2[cH:15][cH:16][c:17]([CH3:20])[cH:18][cH:19]2)[cH:7][cH:8]1.[ClH:42].[Na+:36].[O:37]1[CH2:38][CH2:39][CH2:40][CH2:41]1>>[CH3:1][O:2][c:3]1[cH:4][cH:5][c:6](-[c:9]2[n:10][c:11]([C:21]3([OH:31])[CH2:22][CH2:23][C:24](=[O:25])[CH2:29][CH2:30]3)[s:12][c:13]2-[c:14]2[cH:15][cH:16][c:17]([CH3:20])[cH:18][cH:19]2)[cH:7][cH:8]1.